From a dataset of the Open Reaction Database (ORD), a public repository of structured organic reaction records. describe an organic reaction: reactants, conditions, products, and yield Starting materials: C(C)(C)(C)OC(NCCOC=1C(=NC(=NC1)C1=NN(C2=CC=CC=C12)CC1=C(C=C(C=C1F)OCC)F)NC1=CC=NC=C1)=O (tert-butyl[2-({2-[1-(4-ethoxy-2,6-difluorobenzyl)-1H-indazol-3-yl]-4-(pyridin-4-ylamino)pyrimidin-5-yl}oxy)ethyl]carbamate), FC(C(=O)O)(F)F (trifluoroacetic acid), mixture, C([O-])([O-])=O.[Na+].[Na+] (sodium carbonate), ClCCl.C(C)(C)O (dichloromethane isopropanol). Solvent: ClCCl (dichloromethane). The product is NCCOC=1C(=NC(=NC1)C1=NN(C2=CC=CC=C12)CC1=C(C=C(C=C1F)OCC)F)NC1=CC=NC=C1 (5-(2-aminoethoxy)-2-[1-(4-ethoxy-2,6-difluorobenzyl)-1H-indazol-3-yl]-N-(pyridin-4-yl)pyrimidin-4-amine). As a reaction SMILES: C(OC(=O)[NH:7][CH2:8][CH2:9][O:10][C:11]1[C:12]([NH:38][C:39]2[CH:44]=[CH:43][N:42]=[CH:41][CH:40]=2)=[N:13][C:14]([C:17]2[C:25]3[C:20](=[CH:21][CH:22]=[CH:23][CH:24]=3)[N:19]([CH2:26][C:27]3[C:32]([F:33])=[CH:31][C:30]([O:34][CH2:35][CH3:36])=[CH:29][C:28]=3[F:37])[N:18]=2)=[N:15][CH:16]=1)(C)(C)C.FC(F)(F)C(O)=O.C(=O)([O-])[O-].[Na+].[Na+].ClCCl.C(O)(C)C>ClCCl>[NH2:7][CH2:8][CH2:9][O:10][C:11]1[C:12]([NH:38][C:39]2[CH:44]=[CH:43][N:42]=[CH:41][CH:40]=2)=[N:13][C:14]([C:17]2[C:25]3[C:20](=[CH:21][CH:22]=[CH:23][CH:24]=3)[N:19]([CH2:26][C:27]3[C:28]([F:37])=[CH:29][C:30]([O:34][CH2:35][CH3:36])=[CH:31][C:32]=3[F:33])[N:18]=2)=[N:15][CH:16]=1 |f:2.3.4,5.6|. Procedure: 28.6 mg of tert-butyl[2-({2-[1-(4-ethoxy-2,6-difluorobenzyl)-1H-indazol-3-yl]-4-(pyridin-4-ylamino)pyrimidin-5-yl}oxy)ethyl]carbamate (4-23, 0.046 mmol, 1.0 eq.) were dissolved in 2 ml of dry dichloromethane. 0.071 ml of trifluoroacetic acid (0.926 mmol, 20.0 eq.) were added at 0° C. The reaction mixture was stirred over night at room temperature. Then a mixture 2 N sodium carbonate and dichloromethane/isopropanol 4:1 was added and the mixture was stirred for 30 min. The phases were separated an... The reactants are CCOC(C)=O, CS(=O)(=O)NC1CCCCC1N1C(=O)c2ccccc2C(C(=O)NCCCl)C1c1ccc(Cl)cc1Cl, [I-], [Na+], CN(C)C=O, O, c1cn[nH]c1. The product is CS(=O)(=O)NC1CCCCC1N1C(=O)c2ccccc2C(C(=O)NCCn2cccn2)C1c1ccc(Cl)cc1Cl. RXN SMILES: [CH3:44][CH2:45][O:46][C:47](=[O:48])[CH3:49].[Cl:1][CH2:2][CH2:3][NH:4][C:5](=[O:6])[CH:7]1[CH:8]([c:29]2[c:30]([Cl:36])[cH:31][c:32]([Cl:35])[cH:33][cH:34]2)[N:9]([CH:18]2[CH:19]([NH:24][S:25](=[O:26])(=[O:27])[CH3:28])[CH2:20][CH2:21][CH2:22][CH2:23]2)[C:10](=[O:17])[c:11]2[cH:12][cH:13][cH:14][cH:15][c:16]21.[I-:38].[Na+:37].[O:50]=[CH:51][N:52]([CH3:53])[CH3:54].[OH2:55].[nH:39]1[n:40][cH:41][cH:42][cH:43]1>>[CH2:2]([CH2:3][NH:4][C:5](=[O:6])[CH:7]1[CH:8]([c:29]2[c:30]([Cl:36])[cH:31][c:32]([Cl:35])[cH:33][cH:34]2)[N:9]([CH:18]2[CH:19]([NH:24][S:25](=[O:26])(=[O:27])[CH3:28])[CH2:20][CH2:21][CH2:22][CH2:23]2)[C:10](=[O:17])[c:11]2[cH:12][cH:13][cH:14][cH:15][c:16]21)[n:39]1[n:40][cH:41][cH:42][cH:43]1. Starting materials: Cl, CCCN1CC(c2ccc(F)c(OC)c2)OCC1=O. Product: CCCN1CCOC(c2ccc(F)c(OC)c2)C1. RXN SMILES: [ClH:20].[F:1][c:2]1[c:3]([O:18][CH3:19])[cH:4][c:5]([CH:8]2[CH2:9][N:10]([CH2:15][CH2:16][CH3:17])[C:11](=[O:14])[CH2:12][O:13]2)[cH:6][cH:7]1>>[F:1][c:2]1[c:3]([O:18][CH3:19])[cH:4][c:5]([CH:8]2[CH2:9][N:10]([CH2:15][CH2:16][CH3:17])[CH2:11][CH2:12][O:13]2)[cH:6][cH:7]1. Starting materials: FC(C1=CC2=C(C(CC3=C(S2)C=CC=C3)Cl)C=C1Cl)(F)F (7-trifluoromethyl-8,10-dichloro-10,11-dihydrodibenzo(b,f)thiepine), CN1CCNCC1 (1-methylpiperazine). The solvent is C(Cl)(Cl)Cl (chloroform). Product: FC(C1=CC2=C(C(CC3=C(S2)C=CC=C3)N3CCN(CC3)C)C=C1Cl)(F)F (7-trifluoromethyl-8-chloro-10-(4-methylpiperazino)-10,11-dihydrodibenzo(b,f)thiepine). Yield: 56.0%. RXN SMILES: [F:1][C:2]([F:21])([F:20])[C:3]1[C:18]([Cl:19])=[CH:17][C:6]2[CH:7](Cl)[CH2:8][C:9]3[CH:15]=[CH:14][CH:13]=[CH:12][C:10]=3[S:11][C:5]=2[CH:4]=1.[CH3:22][N:23]1[CH2:28][CH2:27][NH:26][CH2:25][CH2:24]1>C(Cl)(Cl)Cl>[F:1][C:2]([F:21])([F:20])[C:3]1[C:18]([Cl:19])=[CH:17][C:6]2[CH:7]([N:26]3[CH2:27][CH2:28][N:23]([CH3:22])[CH2:24][CH2:25]3)[CH2:8][C:9]3[CH:15]=[CH:14][CH:13]=[CH:12][C:10]=3[S:11][C:5]=2[CH:4]=1. Procedure details: A mixture of 7-trifluoromethyl-8,10-dichloro-10,11-dihydrodibenzo(b,f)thiepine (2.89 g), 1-methylpiperazine (1.8 ml) and chloroform (2.5 ml) was refluxed for 7 hours. The chloroform was evaporated under diminished pressure, the residue dissolved in benzene (30 ml), washed with water, and the benzene layer separated and shaken with an excess of 3 N-HCl. The precipitated hydrochloride was filtered, added to the aqueous layer of the filtrate and the base liberated by addition of ammonium hydroxide.... Starting materials: [Br-], O=C1NC(=O)c2ccccc21, CCCC[N+](CCCC)(CCCC)CCCC, C=COC=C, C=COCCCl, [K], O. Yields the product C=COCCc1cccc2c1C(=O)NC2=O. As a reaction SMILES: [Br-:24].[C:12]1(=[O:22])[c:13]2[c:14]([cH:18][cH:19][cH:20][cH:21]2)[C:15](=[O:17])[NH:16]1.[CH2:25]([N+:26]([CH2:27][CH2:28][CH2:29][CH3:30])([CH2:31][CH2:32][CH2:33][CH3:34])[CH2:35][CH2:36][CH2:37][CH3:38])[CH2:39][CH2:40][CH3:41].[CH:1](=[CH2:2])[O:3][CH:4]=[CH2:5].[CH:6]([O:7][CH2:8][CH2:9][Cl:10])=[CH2:11].[K:23].[OH2:42]>>[CH:1](=[CH2:2])[O:3][CH2:4][CH2:5][c:21]1[c:13]2[c:14]([cH:18][cH:19][cH:20]1)[C:15](=[O:17])[NH:16][C:12]2=[O:22]. The reactants are CCOC(C)=O, CC(C)OP(=O)(OCN1C(=O)c2c(C(C)C)cc(OCC(=O)OCc3ccccc3)cc2S1(=O)=O)OC(C)C. Product: CC(C)OP(=O)(OCN1C(=O)c2c(C(C)C)cc(OCC(=O)O)cc2S1(=O)=O)OC(C)C. As a reaction SMILES: [CH3:40][CH2:41][O:42][C:43](=[O:44])[CH3:45].[P:1](=[O:2])([O:3][CH:4]([CH3:5])[CH3:6])([O:7][CH:8]([CH3:9])[CH3:10])[O:11][CH2:12][N:13]1[S:14](=[O:15])(=[O:16])[c:17]2[cH:18][c:19]([O:28][CH2:29][C:30](=[O:31])[O:32][CH2:33][c:34]3[cH:35][cH:36][cH:37][cH:38][cH:39]3)[cH:20][c:21]([CH:25]([CH3:26])[CH3:27])[c:22]2[C:23]1=[O:24]>>[P:1](=[O:2])([O:3][CH:4]([CH3:5])[CH3:6])([O:7][CH:8]([CH3:9])[CH3:10])[O:11][CH2:12][N:13]1[S:14](=[O:15])(=[O:16])[c:17]2[cH:18][c:19]([O:28][CH2:29][C:30](=[O:31])[OH:32])[cH:20][c:21]([CH:25]([CH3:26])[CH3:27])[c:22]2[C:23]1=[O:24]. Starting materials: [BH-](OC(=O)C)(OC(=O)C)OC(=O)C.[Na+] (NaBH(OAc)3), NC=1C=C(C=CC1)C(CC#N)O (3-(3-aminophenyl)-3-hydroxypropanenitrile), C(C1=CC=CC=C1)=O (benzaldehyde). The solvent is C(Cl)Cl (DCM). Conditions: time 5 hour. Product: C(C1=CC=CC=C1)NC=1C=C(C=CC1)C(CC#N)O (3-(3-(benzylamino)phenyl)-3-hydroxypropanenitrile). RXN SMILES: [BH-](OC(C)=O)(OC(C)=O)OC(C)=O.[Na+].[NH2:15][C:16]1[CH:17]=[C:18]([CH:22]([OH:26])[CH2:23][C:24]#[N:25])[CH:19]=[CH:20][CH:21]=1.[CH:27](=O)[C:28]1[CH:33]=[CH:32][CH:31]=[CH:30][CH:29]=1>C(Cl)Cl>[CH2:27]([NH:15][C:16]1[CH:17]=[C:18]([CH:22]([OH:26])[CH2:23][C:24]#[N:25])[CH:19]=[CH:20][CH:21]=1)[C:28]1[CH:33]=[CH:32][CH:31]=[CH:30][CH:29]=1 |f:0.1|. Procedure details: NaBH(OAc)3 (7.84 g, 36.99 mmol) was added to a solution of aniline 12 (2.0 g, 12.33 mmol) and benzaldehyde (1.3 g, 12.33 mmol) in DCM. The resulting mixture was stirred at RT for 5 h and quenched with saturated aqueous NaHCO3. Organic layer was washed with water followed by brine and dried over anhydrous Na2SO4. Organic layer was concentrated under reduced pressure. Purification by flash chromatography (40% to 50% EtOAc—hexanes gradient) gave 3-(3-(benzylamino)phenyl)-3-hydroxypropanenitrile as ... Starting materials: CS(=O)(=O)Cl, ClCCl, Nc1ccc(I)cc1, c1ccncc1. Product: CS(=O)(=O)Nc1ccc(I)cc1. Reaction SMILES: [CH3:15][S:16]([Cl:17])(=[O:18])=[O:19].[Cl:20][CH2:21][Cl:22].[I:1][c:2]1[cH:3][cH:4][c:5]([NH2:6])[cH:7][cH:8]1.[cH:9]1[cH:10][cH:11][n:12][cH:13][cH:14]1>>[I:1][c:2]1[cH:3][cH:4][c:5]([NH:6][S:16]([CH3:15])(=[O:18])=[O:19])[cH:7][cH:8]1. The reactants are C1CCOC1, Cc1ccc(I)c(C(=O)O)c1, O. Yields the product Cc1ccc(I)c(CO)c1. Reaction SMILES: [CH2:13]1[O:14][CH2:15][CH2:16][CH2:17]1.[CH3:1][c:2]1[cH:3][cH:4][c:5]([I:11])[c:6]([C:7](=[O:8])[OH:9])[cH:10]1.[OH2:12]>>[CH3:1][c:2]1[cH:3][cH:4][c:5]([I:11])[c:6]([CH2:7][OH:8])[cH:10]1. Conditions: time 10 minute. Starting materials: [H-].[Na+] (NaH), C1=CC=CC=2OC3=CC=CC=C3NC12 (phenoxazine), Br.NC1=NC2=NC=C(N=C2C(=N1)N)CBr (2,4-diamino-6-bromomethylpteridine hydrobromide), [H-].[Na+] (NaH), CO (MeOH). Solvent: C1CCOC1 (THF). RXN SMILES: [H-].[Na+].[CH:3]1[C:16]2[NH:15][C:14]3[C:9](=[CH:10][CH:11]=[CH:12][CH:13]=3)[O:8][C:7]=2[CH:6]=[CH:5][CH:4]=1.Br.[NH2:18][C:19]1[N:28]=[C:27]([NH2:29])[C:26]2[C:21](=[N:22][CH:23]=[C:24]([CH2:30]Br)[N:25]=2)[N:20]=1.CO>C1COCC1>[NH2:18][C:19]1[N:28]=[C:27]([NH2:29])[C:26]2[C:21](=[N:22][CH:23]=[C:24]([CH2:30][N:15]3[C:16]4[CH:3]=[CH:4][CH:5]=[CH:6][C:7]=4[O:8][C:9]4[C:14]3=[CH:13][CH:12]=[CH:11][CH:10]=4)[N:25]=2)[N:20]=1 |f:0.1,3.4|. Product: title compound, NC1=NC2=NC=C(N=C2C(=N1)N)CN1C2=CC=CC=C2OC=2C=CC=CC12 (N-[(2,4-diaminopteridin-6-yl)methyl]phenoxazine). Reported procedure: NaH (60% oil suspension containing 51 mg, 2.0 mmol) was added to a stirred solution of phenoxazine (147 mg, 0.784 mmol) in dry THF (10 mL) at 0° C. under N2. After 10 min. 2,4-diamino-6-bromomethylpteridine hydrobromide (100 mg, 0.392 mmol) was added and the reaction mixture was allowed to come to room temperature and left to stir for 2 days. The excess NaH was decomposed with MeOH (1 mL), and the mixture was concentrated to dryness by rotary evaporation. Flash chromatography on silica gel yield...